describe an organic reaction: reactants, conditions, products, and yield From a dataset of the Open Reaction Database (ORD), a public repository of structured organic reaction records. Starting materials: CC(C)(C)OC(=O)N1CCN(CCc2ccncc2)CC1, CCOCC, CCOC(C)=O, Cl. Yields the product Cl, c1cc(CCN2CCNCC2)ccn1. RXN SMILES: [C:1]([O:2][C:3]([CH3:4])([CH3:5])[CH3:6])(=[O:7])[N:8]1[CH2:9][CH2:10][N:11]([CH2:14][CH2:15][c:16]2[cH:17][cH:18][n:19][cH:20][cH:21]2)[CH2:12][CH2:13]1.[CH2:29]([O:30][CH2:31][CH3:32])[CH3:33].[CH3:22][CH2:23][O:24][C:25](=[O:26])[CH3:27].[ClH:28]>>[ClH:28].[NH:8]1[CH2:9][CH2:10][N:11]([CH2:14][CH2:15][c:16]2[cH:17][cH:18][n:19][cH:20][cH:21]2)[CH2:12][CH2:13]1. The reactants are ClC=1N=C(C2=C(N1)C=C(S2)C=O)N2CCOCC2 (2-chloro-4-morpholinothieno[3,2-d]pyrimidine-6-carbaldehyde), OCCN1CCNCC1 (1-(2-hydroxyethyl)piperazine), CC(=O)O (AcOH), [BH-](OC(=O)C)(OC(=O)C)OC(=O)C.[Na+] (Na(OAc)3BH), crude intermediate, CC1(OB(OC1(C)C)C=1C=CC(=NC1)N)C (5-(4,4,5,5-tetramethyl-1,3,2-dioxaborolan-2-yl)pyridin-2-amine). Run in ClCCCl (1,2-dichloroethane). Reaction conditions: time 10 minute. Product: NC1=CC=C(C=N1)C=1N=C(C2=C(N1)C=C(S2)CN2CCN(CC2)CCO)N2CCOCC2 (2-(4-((2-(6-aminopyridin-3-yl)-4-morpholinothieno[3,2-d]pyrimidin-6-yl)methyl)piperazin-1-yl)ethanol). Reaction SMILES: Cl[C:2]1[N:3]=[C:4]([N:13]2[CH2:18][CH2:17][O:16][CH2:15][CH2:14]2)[C:5]2[S:10][C:9]([CH:11]=O)=[CH:8][C:6]=2[N:7]=1.[OH:19][CH2:20][CH2:21][N:22]1[CH2:27][CH2:26][NH:25][CH2:24][CH2:23]1.CC(O)=O.[BH-](OC(C)=O)(OC(C)=O)OC(C)=O.[Na+].CC1(C)C(C)(C)OB([C:54]2[CH:55]=[CH:56][C:57]([NH2:60])=[N:58][CH:59]=2)O1>ClCCCl>[NH2:60][C:57]1[N:58]=[CH:59][C:54]([C:2]2[N:3]=[C:4]([N:13]3[CH2:18][CH2:17][O:16][CH2:15][CH2:14]3)[C:5]3[S:10][C:9]([CH2:11][N:25]4[CH2:26][CH2:27][N:22]([CH2:21][CH2:20][OH:19])[CH2:23][CH2:24]4)=[CH:8][C:6]=3[N:7]=2)=[CH:55][CH:56]=1 |f:3.4|. Procedure: To a solution of 2-chloro-4-morpholinothieno[3,2-d]pyrimidine-6-carbaldehyde (1.3 g, 4.6 mmol) in 1,2-dichloroethane (45 mL) was added 1-(2-hydroxyethyl)piperazine (0.8 mL, 6.4 mmol) and AcOH (260 μL, 4.6 mmol). After stirring 10 min at room temperature, Na(OAc)3BH (1.2 g, 5.5 mmol) was added and the resulting mixture stirred overnight. The reaction was quenched by the addition of saturated aqueous NaHCO3 and the organic layer was separated. The aqueous layer was extracted with CH2Cl2 and the co... The reactants are [BH3-]C#N, C[O-], CO, CCC=O, ClC(Cl)Cl, NC1Cc2cccc3[nH]c(=O)n(c23)C1, [Na+], [Na+]. Product: CCCNC1Cc2cccc3[nH]c(=O)n(c23)C1. RXN SMILES: [C:1]([BH3-:2])#[N:3].[CH3:19][O-:20].[CH3:26][OH:27].[CH:22]([CH2:23][CH3:24])=[O:25].[CH:28]([Cl:29])([Cl:30])[Cl:31].[NH2:5][CH:6]1[CH2:7][n:8]2[c:9]3[c:10]([cH:11][cH:12][cH:13][c:14]3[CH2:15]1)[nH:16][c:17]2=[O:18].[Na+:21].[Na+:4]>>[NH:5]([CH:6]1[CH2:7][n:8]2[c:9]3[c:10]([cH:11][cH:12][cH:13][c:14]3[CH2:15]1)[nH:16][c:17]2=[O:18])[CH2:22][CH2:23][CH3:24]. The solvent is CO (methyl alcohol). Procedure details: A mixture of 1.25 g (5.72 mmol) of N,N-dimethyl-1-(phenylmethyl)-3-pyrrolidinemethanamine, 100 ml of methyl alcohol, 0.2 g of 20% palladium on carbon and hydrogen were shaken at a pressure of 55.1 psi. After 16.8 hours the catalyst was filtered and the filtrate evaporated under reduced pressure. The residue was bulb to bulb distilled yielding 0.71 g (97%) N,N-dimethyl-3-pyrrolidinemethanamine as a clear yellow oil. As a reaction SMILES: [CH3:1][N:2]([CH3:16])[CH2:3][CH:4]1[CH2:8][CH2:7][N:6](CC2C=CC=CC=2)[CH2:5]1.[H][H]>[Pd].CO>[CH3:1][N:2]([CH3:16])[CH2:3][CH:4]1[CH2:8][CH2:7][NH:6][CH2:5]1. Product: CN(CC1CNCC1)C (N,N-dimethyl-3-pyrrolidinemethanamine). Reactants: CN(CC1CN(CC1)CC1=CC=CC=C1)C (N,N-dimethyl-1-(phenylmethyl)-3-pyrrolidinemethanamine), [H][H] (hydrogen). Yield: 96.8%. Reagents/catalysts: [Pd] (palladium on carbon). Reactants: BrC1=CC=2C3=C(C=NC2C=C1)N(C(N3C=3C(=NN(C3)C)C)=O)C (8-bromo-1-(1,3-dimethyl-1H-pyrazol-4-yl)-3-methyl-1,3-dihydro-imidazo[4,5-c]quinolin-2-one), BrC1=CC=2C3=C(C=NC2C=C1)N(C(N3C=3C(=NN(C3)C)C)=O)C (8-bromo-1-(1,3-dimethyl-1H-pyrazol-4-yl)-3-methyl-1,3-dihydro-imidazo[4,5-c]quinolin-2-one), C(C)(C)OC=1C(=NC=C(C1)B1OC(C(O1)(C)C)(C)C)COC (3-isopropoxy-2-methoxymethyl-5-(4,4,5,5-tetramethyl-[1,3,2]dioxaborolan-2-yl)-pyridine). The product is CN1N=C(C(=C1)N1C(N(C=2C=NC=3C=CC(=CC3C21)C=2C=NC(=C(C2)OC(C)C)COC)C)=O)C (1-(1,3-Dimethyl-1H-pyrazol-4-yl)-8-(5-isopropoxy-6-methoxymethyl-pyridin-3-yl)-3-methyl-1,3-dihydro-imidazo[4,5-c]quinolin-2-one). As a reaction SMILES: Br[C:2]1[CH:11]=[CH:10][C:9]2[N:8]=[CH:7][C:6]3[N:12]([CH3:23])[C:13](=[O:22])[N:14]([C:15]4[C:16]([CH3:21])=[N:17][N:18]([CH3:20])[CH:19]=4)[C:5]=3[C:4]=2[CH:3]=1.[CH:24]([O:27][C:28]1[C:29]([CH2:43][O:44][CH3:45])=[N:30][CH:31]=[C:32](B2OC(C)(C)C(C)(C)O2)[CH:33]=1)([CH3:26])[CH3:25]>>[CH3:20][N:18]1[CH:19]=[C:15]([N:14]2[C:5]3[C:4]4[CH:3]=[C:2]([C:32]5[CH:31]=[N:30][C:29]([CH2:43][O:44][CH3:45])=[C:28]([O:27][CH:24]([CH3:26])[CH3:25])[CH:33]=5)[CH:11]=[CH:10][C:9]=4[N:8]=[CH:7][C:6]=3[N:12]([CH3:23])[C:13]2=[O:22])[C:16]([CH3:21])=[N:17]1. Procedure: The title compound was synthesized in a similar manner as described for Example 1.1 using 8-bromo-1-(1,3-dimethyl-1H-pyrazol-4-yl)-3-methyl-1,3-dihydro-imidazo[4,5-c]quinolin-2-one (Intermediate A) and 3-isopropoxy-2-methoxymethyl-5-(4,4,5,5-tetramethyl-[1,3,2]dioxaborolan-2-yl)-pyridine (Stage 191.1.1) to give the title compound as a white foam. (HPLC: tR 2.41 min (Method A); M+H=473 MS-ES; 1H-NMR (d6-DMSO, 400 MHz) 8.99 (s, 1H), 8.27-8.25 (m, 1H), 8.15-8.10 (m, 2H), 8.03-7.98 (m, 1H), 7.62-7.6... The reactants are S(=O)(C1=CC=C(C=C1)N)(=O)O (Sulphanilic acid), ClC1=NC=NC2=CC(=CC=C12)Cl (4,7-dichloroquinazoline). The solvent is C(C)O (ethanol). The product is ClC1=CC=C2C(=NC=NC2=C1)NC1=CC=C(C=C1)S(=O)(=O)O (4-(7-Chloro-4-quinazolinylamino)benzenesulphonic acid), hemihydrate. RXN SMILES: [S:1]([OH:11])(=[O:10])([C:3]1[CH:8]=[CH:7][C:6]([NH2:9])=[CH:5][CH:4]=1)=[O:2].Cl[C:13]1[C:22]2[C:17](=[CH:18][C:19]([Cl:23])=[CH:20][CH:21]=2)[N:16]=[CH:15][N:14]=1>C(O)C>[Cl:23][C:19]1[CH:18]=[C:17]2[C:22]([C:13]([NH:9][C:6]3[CH:5]=[CH:4][C:3]([S:1]([OH:11])(=[O:10])=[O:2])=[CH:8][CH:7]=3)=[N:14][CH:15]=[N:16]2)=[CH:21][CH:20]=1. Reported procedure: Sulphanilic acid (12.1 g, 0.07 mole) was partly dissolved in 280 milliliters of aqueous ethanol (50% by volume) at reflux and 4,7-dichloroquinazoline (13.9 g, 0.07 mole) was added rapidly in a few portions. The mixture was refluxed for a further 15 minutes, cooled and filtered to give the title compound hemihydrate of melting point greater than 300° C. The reactants are CCOC(=O)c1cc(-c2ccc(OC)cc2)nn(CC2CC2)c1=O, Nc1ccccc1. Yields the product COc1ccc(-c2cc(C(=O)Nc3ccccc3)c(=O)n(CC3CC3)n2)cc1. As a reaction SMILES: [CH:1]1([CH2:4][n:5]2[n:6][c:7](-[c:17]3[cH:18][cH:19][c:20]([O:23][CH3:24])[cH:21][cH:22]3)[cH:8][c:9]([C:12](=[O:13])[O:14][CH2:15][CH3:16])[c:10]2=[O:11])[CH2:2][CH2:3]1.[NH2:25][c:26]1[cH:27][cH:28][cH:29][cH:30][cH:31]1>>[CH:1]1([CH2:4][n:5]2[n:6][c:7](-[c:17]3[cH:18][cH:19][c:20]([O:23][CH3:24])[cH:21][cH:22]3)[cH:8][c:9]([C:12](=[O:13])[NH:25][c:26]3[cH:27][cH:28][cH:29][cH:30][cH:31]3)[c:10]2=[O:11])[CH2:2][CH2:3]1. The reactants are CCO, Cn1ccc2ccc([N+](=O)[O-])cc21, C1CCOC1. Yields the product Cn1ccc2ccc(N)cc21. Reaction SMILES: [CH3:19][CH2:20][OH:21].[CH3:1][n:2]1[cH:3][cH:4][c:5]2[cH:6][cH:7][c:8]([N+:11]([O-:12])=[O:13])[cH:9][c:10]12.[O:14]1[CH2:15][CH2:16][CH2:17][CH2:18]1>>[CH3:1][n:2]1[cH:3][cH:4][c:5]2[cH:6][cH:7][c:8]([NH2:11])[cH:9][c:10]12. Starting materials: COC(C1=CC(=C(C=C1)F)COC1=CC=C(C=C1)I)=O (4-fluoro-3-(4-iodophenoxy)methylbenzoic acid methyl ester), FC1=CC(=C(C=C1F)B(O)O)OC (4,5-difluoro-2-methoxyphenylboronic acid), C([O-])([O-])=O.[K+].[K+] (potassium carbonate). The reagents and catalysts are C1=CC=C(C=C1)P([C-]2C=CC=C2)C3=CC=CC=C3.C1=CC=C(C=C1)P([C-]2C=CC=C2)C3=CC=CC=C3.Cl[Pd]Cl.[Fe+2] (Pd(dppf)Cl2). Run in CN(C)C=O (DMF), O (water). Reaction conditions: temperature 45 celsius, time 8 hour. The product is COC(C1=CC(=C(C=C1)F)COC1=CC=C(C=C1)C1=C(C=C(C(=C1)F)F)OC)=O (3-(4′,5′-difluoro-2′-methoxybiphenyl-4-yloxymethyl)-4-fluorobenzoic acid methyl ester). The yield is 66.3%. As a reaction SMILES: [CH3:1][O:2][C:3](=[O:20])[C:4]1[CH:9]=[CH:8][C:7]([F:10])=[C:6]([CH2:11][O:12][C:13]2[CH:18]=[CH:17][C:16](I)=[CH:15][CH:14]=2)[CH:5]=1.[F:21][C:22]1[C:27]([F:28])=[CH:26][C:25](B(O)O)=[C:24]([O:32][CH3:33])[CH:23]=1.C(=O)([O-])[O-].[K+].[K+]>CN(C=O)C.O.C1C=CC(P(C2C=CC=CC=2)[C-]2C=CC=C2)=CC=1.C1C=CC(P(C2C=CC=CC=2)[C-]2C=CC=C2)=CC=1.Cl[Pd]Cl.[Fe+2]>[CH3:1][O:2][C:3](=[O:20])[C:4]1[CH:9]=[CH:8][C:7]([F:10])=[C:6]([CH2:11][O:12][C:13]2[CH:18]=[CH:17][C:16]([C:25]3[CH:26]=[C:27]([F:28])[C:22]([F:21])=[CH:23][C:24]=3[O:32][CH3:33])=[CH:15][CH:14]=2)[CH:5]=1 |f:2.3.4,7.8.9.10|. Procedure: To a mixture of 4-fluoro-3-(4-iodophenoxy)methylbenzoic acid methyl ester (1.1 g, 2.85 mmol) and 4,5-difluoro-2-methoxyphenylboronic acid (0.642 g, 3.4 mmol) in DMF (15 mL) and water (2.5 mL) was added Pd(dppf)Cl2 (220 mg, 0.27 mmol) and potassium carbonate (1.24 g, 9.0 mmol). The mixture was stirred at 45° C. overnight and solvents were evaporated. The residue was extracted with ethyl acetate and water. The organic layer was dried and concentrated. The residue was purified through flash column ...